From a dataset of the Open Reaction Database (ORD), a public repository of structured organic reaction records. describe an organic reaction: reactants, conditions, products, and yield Starting materials: C(C)(C)(C)OC(NCCOCCN1C(=NC=2C(=NC(=C(C21)C)Cl)N(CC2=CC=C(C=C2)OC)CC2=CC=C(C=C2)OC)CCC)=O ([2-(2-{4-[bis-(4-methoxybenzyl)amino]-6-chloro-7-methyl-2-propyl-1H-imidazo[4,5-c]pyridin-1-yl}ethoxy)ethyl]carbamic acid tert-butyl ester). Run in FC(C(=O)O)(F)F (Trifluoroacetic acid). Reaction conditions: time 8 hour. The product is NCCOCCN1C(=NC=2C(=NC(=C(C21)C)Cl)N)CCC (1-[2-(2-aminoethoxy)ethyl]-6-chloro-7-methyl-2-propyl-1H-imidazo[4,5-c]pyridin-4-amine). The yield is 30.8%. Reaction SMILES: C(OC(=O)[NH:7][CH2:8][CH2:9][O:10][CH2:11][CH2:12][N:13]1[C:21]2[C:20]([CH3:22])=[C:19]([Cl:23])[N:18]=[C:17]([N:24](CC3C=CC(OC)=CC=3)CC3C=CC(OC)=CC=3)[C:16]=2[N:15]=[C:14]1[CH2:43][CH2:44][CH3:45])(C)(C)C>FC(F)(F)C(O)=O>[NH2:7][CH2:8][CH2:9][O:10][CH2:11][CH2:12][N:13]1[C:21]2[C:20]([CH3:22])=[C:19]([Cl:23])[N:18]=[C:17]([NH2:24])[C:16]=2[N:15]=[C:14]1[CH2:43][CH2:44][CH3:45]. Reported procedure: Trifluoroacetic acid (40 mL) was added to [2-(2-{4-[bis-(4-methoxybenzyl)amino]-6-chloro-7-methyl-2-propyl-1H-imidazo[4,5-c]pyridin-1-yl}ethoxy)ethyl]carbamic acid tert-butyl ester (1 g, 1.5 mmol). The reaction was swirled until it became homogeneous and was allowed to stand at room temperature overnight. The reaction was concentrated under reduced pressure, and dichloromethane was added and removed under reduced pressure (5×40 mL) to provide a white solid. The solid was triturated in chloroform... The reactants are solution, C(CCC)[Li] (n-butyllithium), C(=O)N1CCOCC1 (N-formylmorpholine), BrC1=CC(=C(C=C1)I)OC(F)(F)F (4-bromo-2-(trifluoromethoxy)iodobenzene), C(C)(C)O (isopropanol). The solvent is CCCCCC (hexane), C1CCOC1 (THF), ClCCl (dichloromethane), O (water). Run at temperature -78 celsius, time 30 minute. Yields the product BrC1=CC(=C(C=O)C=C1)OC(F)(F)F (4-Bromo-2-(trifluoromethoxy)benzaldehyde). As a reaction SMILES: [Br:1][C:2]1[CH:7]=[CH:6][C:5](I)=[C:4]([O:9][C:10]([F:13])([F:12])[F:11])[CH:3]=1.C([Li])CCC.[CH:19](N1CCOCC1)=[O:20].C(O)(C)C>C1COCC1.CCCCCC.ClCCl.O>[Br:1][C:2]1[CH:7]=[CH:6][C:5]([CH:19]=[O:20])=[C:4]([O:9][C:10]([F:13])([F:12])[F:11])[CH:3]=1. Procedure details: 20.00 g (54.51 mmol) of 4-bromo-2-(trifluoromethoxy)iodobenzene are dissolved in 200 ml of THF and cooled to −78° C. Then 26.16 ml (65.41 mmol) of a 2.5 M solution of n-butyllithium in hexane are added dropwise. The mixture is stirred for 30 min and then 14.43 g (125.37 mmol) of N-formylmorpholine are metered in. After complete conversion is detected (TLC check), solvolysis is carried out at −78° C. with isopropanol. Warming to room temperature is followed by addition of water and extraction twi... Yield: 15.0%. The solvent is C1CCOC1 (THF). Reactants: C1(=CC=CC=C1)S(=O)(=O)C1=NNC2=CC=C(C=C12)OCCOS(=O)(=O)C1=CC=C(C=C1)C (toluene-4-sulfonic acid 2-(3-benzenesulfonyl-1H-indazol-5-yloxy)-ethyl ester), N1CCOCC1 (morpholine). Yields the product C1(=CC=CC=C1)S(=O)(=O)C1=NNC2=CC=C(C=C12)OCCN1CCOCC1 (3-benzenesulfonyl-5-(2-morpholin-4-yl-ethoxy)-1H-indazole). RXN SMILES: [C:1]1([S:7]([C:10]2[C:18]3[C:13](=[CH:14][CH:15]=[C:16]([O:19][CH2:20][CH2:21]OS(C4C=CC(C)=CC=4)(=O)=O)[CH:17]=3)[NH:12][N:11]=2)(=[O:9])=[O:8])[CH:6]=[CH:5][CH:4]=[CH:3][CH:2]=1.[NH:33]1[CH2:38][CH2:37][O:36][CH2:35][CH2:34]1>C1COCC1>[C:1]1([S:7]([C:10]2[C:18]3[C:13](=[CH:14][CH:15]=[C:16]([O:19][CH2:20][CH2:21][N:33]4[CH2:38][CH2:37][O:36][CH2:35][CH2:34]4)[CH:17]=3)[NH:12][N:11]=2)(=[O:9])=[O:8])[CH:2]=[CH:3][CH:4]=[CH:5][CH:6]=1. Procedure details: A solution of toluene-4-sulfonic acid 2-(3-benzenesulfonyl-1H-indazol-5-yloxy)-ethyl ester (0.359 g, 0.760 mmol) and morpholine (1.0 mL, 11 mmol) in THF (8 mL) was stirred at 70° C. for 6 hours in a sealed tube. After cooling somewhat, the reaction mixture was solvent evaporated and partitioned in ethyl acetate and aqueous sodium bicarbonate. The organic phase was then washed with water and brine, dried with anhydrous magnesium sulfate, filtered and concentrated. The residue was purified by flas... Reactants: C(CCC)OC1=C2C=CC=CC2=CC2=CC=CC=C12 (10-Butoxyanthracene), CN(C)C=O (DMF). Yields the product C(CCC)OC1=C2C=CC=CC2=C(C2=CC=CC=C12)C=O (10-butoxy-9-anthracenecarbaldehyde). Procedure details: 10-Butoxyanthracene was formylated using DMF as both solvent and electrophile by the procedure of E. Campaigne and W. L. Archer, J. Amer. Chem. Soc. 75 989 (1953), affording 10-butoxy-9-anthracenecarbaldehyde mp 65°-67°, (pentane), (C, H). Reaction SMILES: [CH2:1]([O:5][C:6]1[C:19]2[C:14](=[CH:15][CH:16]=[CH:17][CH:18]=2)[CH:13]=[C:12]2[C:7]=1[CH:8]=[CH:9][CH:10]=[CH:11]2)[CH2:2][CH2:3][CH3:4].CN([CH:23]=[O:24])C>>[CH2:1]([O:5][C:6]1[C:19]2[C:14](=[CH:15][CH:16]=[CH:17][CH:18]=2)[C:13]([CH:23]=[O:24])=[C:12]2[C:7]=1[CH:8]=[CH:9][CH:10]=[CH:11]2)[CH2:2][CH2:3][CH3:4]. Starting materials: O.NN (hydrazine hydrate), ClC=1C=CC(=C(C1)CNCC1=C(C=CC=C1OC)OC)[N+](=O)[O-] (1-(5-Chloro-2-nitrophenyl)-N-(2,6-dimethoxybenzyl)methanamine), ClCCl (dichloromethane). Reaction SMILES: [Cl:1][C:2]1[CH:3]=[CH:4][C:5]([N+:21]([O-])=O)=[C:6]([CH2:8][NH:9][CH2:10][C:11]2[C:16]([O:17][CH3:18])=[CH:15][CH:14]=[CH:13][C:12]=2[O:19][CH3:20])[CH:7]=1.O.NN.ClCCl>CO.[Fe](Cl)(Cl)Cl>[Cl:1][C:2]1[CH:3]=[CH:4][C:5]([NH2:21])=[C:6]([CH2:8][NH:9][CH2:10][C:11]2[C:12]([O:19][CH3:20])=[CH:13][CH:14]=[CH:15][C:16]=2[O:17][CH3:18])[CH:7]=1 |f:1.2|. The product is ClC1=CC(=C(N)C=C1)CNCC1=C(C=CC=C1OC)OC (4-Chloro-2-{[(2,6-dimethoxybenzyl)amino]methyl}aniline). Procedure details: 1-(5-Chloro-2-nitrophenyl)-N-(2,6-dimethoxybenzyl)methanamine (19.2 g, 57.0 mmol) was dissolved in 400 mL methanol in the heat. Activated carbon (20.0 g) and catalytic amounts of sublimed iron trichloride (0.24 g, 1.48 mmol) were added at room temperature. Finally, hydrazine hydrate (11.10 mL, 228.0 mmol) was added slowly by drops at 64° C. In doing so, it foamed up somewhat. After heating for 2 hours at 64° C., the reaction was concluded. After cooling the reaction mixture to room temperature, ... Reagents/catalysts: [Fe](Cl)(Cl)Cl (iron trichloride). Run in CO (methanol). Run at temperature 64 celsius. Reactants: Cc1[nH]c(C(=O)NC2CCN(c3nccs3)CC2)c(Cl)c1Cl, Cl, COC(=O)c1cc(Cl)nc(N2CCC(N)CC2)c1. Yields the product COC(=O)c1cc(Cl)nc(N2CCC(NC(=O)c3[nH]c(C)c(Cl)c3Cl)CC2)c1. RXN SMILES: [Cl:1][c:2]1[c:3]([C:9](=[O:10])[NH:11][CH:12]2[CH2:13][CH2:14][N:15]([c:16]3[s:17][cH:18][cH:19][n:20]3)[CH2:21][CH2:22]2)[nH:4][c:5]([CH3:8])[c:6]1[Cl:7].[ClH:23].[NH2:24][CH:25]1[CH2:26][CH2:27][N:28]([c:31]2[cH:32][c:33]([C:34](=[O:35])[O:36][CH3:37])[cH:38][c:39]([Cl:41])[n:40]2)[CH2:29][CH2:30]1>>[Cl:1][c:2]1[c:3]([C:9](=[O:10])[NH:24][CH:25]2[CH2:26][CH2:27][N:28]([c:31]3[cH:32][c:33]([C:34](=[O:35])[O:36][CH3:37])[cH:38][c:39]([Cl:41])[n:40]3)[CH2:29][CH2:30]2)[nH:4][c:5]([CH3:8])[c:6]1[Cl:7]. Starting materials: [F-].[Cs+] (CsF), ClC1=CC2=CC3=CC4=CC=CC=C4C=C3C=C2C=C1 (2-chlorotetracene), C(CCC)[Sn](C1=CC=C(S1)C=1SC=CC1)(CCCC)CCCC (5-tri-n-butylstannyl-2,2′-bithiophene), P(C(C)(C)C)(C(C)(C)C)C(C)(C)C (P(t-Bu)3). The reagents and catalysts are C=1C=CC(=CC1)/C=C/C(=O)/C=C/C2=CC=CC=C2.C=1C=CC(=CC1)/C=C/C(=O)/C=C/C2=CC=CC=C2.C=1C=CC(=CC1)/C=C/C(=O)/C=C/C2=CC=CC=C2.[Pd].[Pd] (Pd2(dba)3). The solvent is O1CCOCC1 (dioxane). Reaction conditions: temperature 100 celsius. The product is C1=C(C=CC2=CC3=CC4=CC=CC=C4C=C3C=C12)C1=CC=C(S1)C=1SC=CC1 (5-(2-tetracenyl)-2,2′-bithiophene). As a reaction SMILES: [F-].[Cs+].Cl[C:4]1[CH:21]=[CH:20][C:19]2[C:6](=[CH:7][C:8]3[C:17]([CH:18]=2)=[CH:16][C:15]2[C:10](=[CH:11][CH:12]=[CH:13][CH:14]=2)[CH:9]=3)[CH:5]=1.C([Sn](CCCC)(CCCC)[C:27]1[S:31][C:30]([C:32]2[S:33][CH:34]=[CH:35][CH:36]=2)=[CH:29][CH:28]=1)CCC.P(C(C)(C)C)(C(C)(C)C)C(C)(C)C>C1C=CC(/C=C/C(/C=C/C2C=CC=CC=2)=O)=CC=1.C1C=CC(/C=C/C(/C=C/C2C=CC=CC=2)=O)=CC=1.C1C=CC(/C=C/C(/C=C/C2C=CC=CC=2)=O)=CC=1.[Pd].[Pd].O1CCOCC1>[CH:5]1[C:6]2[C:19](=[CH:18][C:17]3[C:8]([CH:7]=2)=[CH:9][C:10]2[C:15](=[CH:14][CH:13]=[CH:12][CH:11]=2)[CH:16]=3)[CH:20]=[CH:21][C:4]=1[C:27]1[S:31][C:30]([C:32]2[S:33][CH:34]=[CH:35][CH:36]=2)=[CH:29][CH:28]=1 |f:0.1,5.6.7.8.9|. Procedure details: Pd2(dba)3 (21 mg, 0.023 mmol, 1.5%), CsF (511 mg, 3.37 mmol, 2.2 eq), dioxane (25 mL), 2-chlorotetracene (403 mg, 1.53 mmol), 5-tri-n-butylstannyl-2,2′-bithiophene (766 mg, 1.68 mmol), P(t-Bu)3 (0.26 mL, 0.090 mmol, 6%) were mixed, bubbled with N2 via cannula for 30 min, and then heated at 100° C. for 16 h. An additional charge of 10 mg of Pd[P(t-Bu)3]2 and 140 mg 5-tri-n-butylstannyl-2,2′-bithiophene and heated at 100° C. for another 24 h. Cooled the mixture and poured on a glass filter frit (1...